This data is from the Open Reaction Database (ORD), a public repository of structured organic reaction records. The task is: describe an organic reaction: reactants, conditions, products, and yield Reactants: CCOC(=O)CCC(N)C(=O)OCC, Cc1ccccc1, CCOCC, CCN(C(C)C)C(C)C, Cl, O=C1OC(=O)c2cc([N+](=O)[O-])ccc21. RXN SMILES: [CH2:25]([CH3:26])[O:27][C:28]([CH:29]([NH2:30])[CH2:31][CH2:32][C:33](=[O:34])[O:35][CH2:36][CH3:37])=[O:38].[CH3:39][c:40]1[cH:41][cH:42][cH:43][cH:44][cH:45]1.[CH3:46][CH2:47][O:48][CH2:49][CH3:50].[CH:1]([N:2]([CH:3]([CH3:4])[CH3:5])[CH2:6][CH3:7])([CH3:8])[CH3:9].[ClH:24].[N+:10](=[O:11])([O-:12])[c:13]1[cH:14][c:15]2[c:16]([cH:22][cH:23]1)[C:17](=[O:18])[O:19][C:20]2=[O:21]>>[N+:10](=[O:11])([O-:12])[c:13]1[cH:14][c:15]2[c:16]([cH:22][cH:23]1)[C:17](=[O:19])[N:30]([CH:29]([C:28]([O:27][CH2:25][CH3:26])=[O:38])[CH2:31][CH2:32][C:33](=[O:34])[O:35][CH2:36][CH3:37])[C:20]2=[O:21]. Yields the product CCOC(=O)CCC(C(=O)OCC)N1C(=O)c2ccc([N+](=O)[O-])cc2C1=O. The product is ClC1=C(C=CC(=C1)F)C1=C(C(=NN1C)C)NC1=C(C=C(C#N)C=C1F)F (4-[[5-(2-chloro-4-fluorophenyl)-1,3-dimethyl-1H-pyrazol-4-yl]amino]-3,5-difluorobenzonitrile). RXN SMILES: [Cl:1][C:2]1[CH:7]=[C:6]([F:8])[CH:5]=[CH:4][C:3]=1[C:9]1[N:13]([CH3:14])[N:12]=[C:11]([CH3:15])[C:10]=1[NH2:16].[F:17][C:18]1[CH:19]=[C:20]([CH:23]=[C:24]([F:27])[C:25]=1F)[C:21]#[N:22].C(=O)([O-])[O-].[Cs+].[Cs+]>C(#N)C.C(OCC)(=O)C>[Cl:1][C:2]1[CH:7]=[C:6]([F:8])[CH:5]=[CH:4][C:3]=1[C:9]1[N:13]([CH3:14])[N:12]=[C:11]([CH3:15])[C:10]=1[NH:16][C:25]1[C:18]([F:17])=[CH:19][C:20]([C:21]#[N:22])=[CH:23][C:24]=1[F:27] |f:2.3.4|. Reactants: ClC1=C(C=CC(=C1)F)C1=C(C(=NN1C)C)N (5-(2-chloro-4-fluorophenyl)-1,3-dimethyl-1H-pyrazol-4-amin), ClC1=C(C=CC(=C1)F)C1=C(C(=NN1C)C)N (5-(2-chloro-4-fluorophenyl)-1,3-dimethyl-1H-pyrazol-4-amine), FC=1C=C(C#N)C=C(C1F)F (3,4,5-trifluorobenzonitrile), C([O-])([O-])=O.[Cs+].[Cs+] (cesium carbonate). Solvent: C(C)#N (acetonitrile), C(C)(=O)OCC (ethyl acetate). Procedure details: A mixture of 5-(2-chloro-4-fluorophenyl)-1,3-dimethyl-1H-pyrazol-4-amin (i.e. the product of Step B) (0.25 g, 1.0 mmol), 3,4,5-trifluorobenzonitrile (0.188 g, 1.2 mmol) and cesium carbonate (0.390 g, 1.2 mmol) in acetonitrile (3 mL) was heated at 210° C. in a Biotage Initiator™ microwave apparatus for 2 h. After cooling to room temperature, the reaction mixture was diluted with ethyl acetate and filtered through a pad of silica gel on a sintered glass frit funnel. The filtrate was concentrated u... Conditions: temperature 210 celsius. The reactants are C([O-])(O)=O.[Na+] (sodium bicarbonate), CN1C(=NC=C1)C=O (1-methyl-1H-imidazole-2-carbaldehyde), CC=1C=CC(=CC1)S(=O)(=O)O (p-TsOH), glycol. Run in C1(=CC=CC=C1)C (toluene). Conditions: temperature 120 celsius. Yields the product O1C(OCC1)C=1N(C=CN1)C (2-(1,3-Dioxolan-2-yl)-1-methyl-1H-imidazole). Reaction SMILES: [CH3:1][N:2]1[CH:6]=[CH:5][N:4]=[C:3]1[CH:7]=[O:8].CC1C=CC(S(O)(=O)=O)=[CH:14][CH:15]=1.C(=O)(O)[O-:21].[Na+]>C1(C)C=CC=CC=1>[O:8]1[CH2:15][CH2:14][O:21][CH:7]1[C:3]1[N:2]([CH3:1])[CH:6]=[CH:5][N:4]=1 |f:2.3|. Reported procedure: A mixture of 1-methyl-1H-imidazole-2-carbaldehyde (24 g, 218 mmol), p-TsOH (16.2 g, 87 mmol), glycol (27 g, 437 mmol), and toluene (700 mL) was heated to 120° C. in a Dean-Stark apparatus for 16 h. Then the mixture was cooled to room temperature, pH was adjusted to 9 with saturated sodium bicarbonate solution at 0° C., and the mixture was extracted with EtOAc (500 mL×2). The organic layers were washed with water (200 mL) and brine (100 mL), dried, filtered, then concentrated to give a red oil (1... Reactants: C1CCOC1, COC(=O)CN(Cc1ncc(C)c(OC)c1C)c1nc(Cl)nc(C)c1[N+](=O)[O-], N. Yields the product COC(=O)CN(Cc1ncc(C)c(OC)c1C)c1nc(N)nc(C)c1[N+](=O)[O-]. As a reaction SMILES: [CH2:30]1[O:31][CH2:32][CH2:33][CH2:34]1.[Cl:1][c:2]1[n:3][c:4]([CH3:28])[c:5]([N+:25](=[O:26])[O-:27])[c:6]([N:8]([CH2:9][C:10](=[O:11])[O:12][CH3:13])[CH2:14][c:15]2[n:16][cH:17][c:18]([CH3:24])[c:19]([O:22][CH3:23])[c:20]2[CH3:21])[n:7]1.[NH3:29]>>[c:2]1([NH2:29])[n:3][c:4]([CH3:28])[c:5]([N+:25](=[O:26])[O-:27])[c:6]([N:8]([CH2:9][C:10](=[O:11])[O:12][CH3:13])[CH2:14][c:15]2[n:16][cH:17][c:18]([CH3:24])[c:19]([O:22][CH3:23])[c:20]2[CH3:21])[n:7]1. Starting materials: COCCO, CCOc1cc2ncc(C#N)c(Cl)c2cc1OCC, Cl, Nc1ccc2c(c1)C(=O)OC2, [Na+], [Na+], O=C([O-])[O-], O, c1ccncc1. The product is CCOc1cc2ncc(C#N)c(Nc3ccc4c(c3)C(=O)OC4)c2cc1OCC. Reaction SMILES: [CH3:44][O:45][CH2:46][CH2:47][OH:48].[Cl:1][c:2]1[c:3]([C:18]#[N:19])[cH:4][n:5][c:6]2[cH:7][c:8]([O:15][CH2:16][CH3:17])[c:9]([O:12][CH2:13][CH3:14])[cH:10][c:11]12.[ClH:31].[NH2:20][c:21]1[cH:22][cH:23][c:24]2[c:29]([cH:30]1)[C:27](=[O:28])[O:26][CH2:25]2.[Na+:38].[Na+:39].[O-:40][C:41](=[O:42])[O-:43].[OH2:49].[n:32]1[cH:33][cH:34][cH:35][cH:36][cH:37]1>>[c:2]1([NH:20][c:21]2[cH:22][cH:23][c:24]3[c:29]([cH:30]2)[C:27](=[O:28])[O:26][CH2:25]3)[c:3]([C:18]#[N:19])[cH:4][n:5][c:6]2[cH:7][c:8]([O:15][CH2:16][CH3:17])[c:9]([O:12][CH2:13][CH3:14])[cH:10][c:11]12. Starting materials: COC=1C=C(C=CC1)B(O)O (3-methoxyphenylboronic acid), N1=CC=CC=C1 (pyridine), CC1=NNC=C1C(=O)OC (Methyl 3-methyl-1H-pyrazole-4-carboxylate). Reagents/catalysts: C(C)(=O)[O-].[Cu+2].C(C)(=O)[O-] (copper acetate). Solvent: CN(C(C)=O)C (N,N-dimethylacetamide). Conditions: time 8 hour. Yields the product COC=1C=C(C=CC1)N1N=C(C(=C1)C(=O)OC)C (methyl 1-(3-methoxyphenyl)-3-methyl-1H-pyrazole-4-carboxylate). Isolated yield 48.2%. RXN SMILES: [CH3:1][C:2]1[C:6]([C:7]([O:9][CH3:10])=[O:8])=[CH:5][NH:4][N:3]=1.[CH3:11][O:12][C:13]1[CH:14]=[C:15](B(O)O)[CH:16]=[CH:17][CH:18]=1.N1C=CC=CC=1>CN(C)C(=O)C.C([O-])(=O)C.[Cu+2].C([O-])(=O)C>[CH3:11][O:12][C:13]1[CH:18]=[C:17]([N:4]2[CH:5]=[C:6]([C:7]([O:9][CH3:10])=[O:8])[C:2]([CH3:1])=[N:3]2)[CH:16]=[CH:15][CH:14]=1 |f:4.5.6|. Procedure details: Methyl 3-methyl-1H-pyrazole-4-carboxylate (4.6 g) synthesized in Example 1(3) was dissolved in N,N-dimethylacetamide (50 mL), 3-methoxyphenylboronic acid (10.0 g), copper acetate (12.0 g) and pyridine (10.6 mL) were added, and the mixture was stirred at room temperature overnight. The reaction mixture was filtered through celite, 1N hydrochloric acid (100 mL) was added to the filtrate, and the mixture was extracted with diethyl ether. The extract was washed with brine, dried over magnesium sulfa... Starting materials: N1=C(C=CC=C1)C1=C2CC(NC2=CC=C1)=O (4-pyridin-2-yl-1,3-dihydroindol-2-one), CC1=C(NC(=C1C(=O)N1CCN(CC1)C)C)C=O (3,5-dimethyl-4-(4-methylpiperazine-1-carbonyl)-1H-pyrrole-2-carbaldehyde), N1CCCCC1 (piperidine). The solvent is C(C)O (ethanol). Run at temperature 70 celsius. Yields the product CC1=C(NC(=C1C(=O)N1CCN(CC1)C)C)C=C1C(NC2=CC=CC(=C12)C1=NC=CC=C1)=O (3-[3,5-Dimethyl-4-(4-methylpiperazine-1-carbonyl)-1H-pyrrol-2-ylmethylene]-4-pyridin-2-yl-1,3-dihydroindol-2-one). RXN SMILES: [N:1]1[CH:6]=[CH:5][CH:4]=[CH:3][C:2]=1[C:7]1[CH:15]=[CH:14][CH:13]=[C:12]2[C:8]=1[CH2:9][C:10](=[O:16])[NH:11]2.[CH3:17][C:18]1[C:22]([C:23]([N:25]2[CH2:30][CH2:29][N:28]([CH3:31])[CH2:27][CH2:26]2)=[O:24])=[C:21]([CH3:32])[NH:20][C:19]=1[CH:33]=O.N1CCCCC1>C(O)C>[CH3:17][C:18]1[C:22]([C:23]([N:25]2[CH2:26][CH2:27][N:28]([CH3:31])[CH2:29][CH2:30]2)=[O:24])=[C:21]([CH3:32])[NH:20][C:19]=1[CH:33]=[C:9]1[C:8]2[C:12](=[CH:13][CH:14]=[CH:15][C:7]=2[C:2]2[CH:3]=[CH:4][CH:5]=[CH:6][N:1]=2)[NH:11][C:10]1=[O:16]. Procedure details: A mixture of 4-pyridin-2-yl-1,3-dihydroindol-2-one (31.5 mg, 0.15 mmol), 3,5-dimethyl-4-(4-methylpiperazine-1-carbonyl)-1H-pyrrole-2-carbaldehyde (37.4 mg, 0.15 mmol) and piperidine (0.1 mL) in ethanol (1 mL) was heated in a sealed tube at 70° C. for 6 hours. The reaction was concentrated and the residue was re-crystallized from ethyl acetate and hexane to give the title compound.